This data is from the Open Reaction Database (ORD), a public repository of structured organic reaction records. The task is: describe an organic reaction: reactants, conditions, products, and yield Starting materials: O=C1C=2C=C(C=NC2CCN1C(=O)OC(C)(C)C)C(F)(F)F (tert-butyl 5-oxo-3-(trifluoromethyl)-7,8-dihydro-1,6-naphthyridine-6(5H)-carboxylate), C([O-])(O)=O.[Na+] (sodium bicarbonate). The solvent is ClCCl (dichloromethane), C(=O)(C(F)(F)F)O (CF3COOH). Conditions: time 2 hour. Product: FC(C=1C=NC=2CCNC(C2C1)=O)(F)F (3-(trifluoromethyl)-7,8-dihydro-1,6-naphthyridin-5(6H)-one). Reaction SMILES: [O:1]=[C:2]1[N:11](C(OC(C)(C)C)=O)[CH2:10][CH2:9][C:8]2[N:7]=[CH:6][C:5]([C:19]([F:22])([F:21])[F:20])=[CH:4][C:3]1=2.C(=O)(O)[O-].[Na+]>ClCCl.C(O)(C(F)(F)F)=O>[F:21][C:19]([F:20])([F:22])[C:5]1[CH:6]=[N:7][C:8]2[CH2:9][CH2:10][NH:11][C:2](=[O:1])[C:3]=2[CH:4]=1 |f:1.2|. Procedure: Into a 100 mL round-bottom flask, was placed a solution of tert-butyl 5-oxo-3-(trifluoromethyl)-7,8-dihydro-1,6-naphthyridine-6(5H)-carboxylate (as prepared in the previous step, 2.7 g, 8.54 mmol, 1.00 equiv) in dichloromethane (20 g) and CF3COOH (4 g). The reaction mixture was stirred for 2 h at room temperature. The pH value of the solution was adjusted to 8 with sodium bicarbonate. The resulting solution was extracted with 3×30 mL of dichloromethane, and the combined organic layers was washed... The reactants are BrC1=CC=C(C=C1)C1CC(=NN1C1=C(C=CC=C1)Cl)C(O)(C(F)(F)F)C(F)(F)F (5-(4-Bromo-phenyl)-1-(2-chloro-phenyl)-3-[di-(trifluoromethyl)-hydroxy-methyl]-4,5-dihydro-1H-pyrazole), N1CCS(CC1)(=O)=O (thiomorpholine-1,1-dioxide), C=1C=CC(=CC1)P(C=2C=CC=CC2)C3=CC=C4C=CC=CC4=C3C5=C6C=CC=CC6=CC=C5P(C=7C=CC=CC7)C=8C=CC=CC8 (BINAP), CC(C)([O-])C.[Na+] (sodium t-butoxide). Reagents/catalysts: C=1C=CC(=CC1)/C=C/C(=O)/C=C/C2=CC=CC=C2.C=1C=CC(=CC1)/C=C/C(=O)/C=C/C2=CC=CC=C2.C=1C=CC(=CC1)/C=C/C(=O)/C=C/C2=CC=CC=C2.[Pd].[Pd] (Pd2(dba)3). Solvent: C1(=CC=CC=C1)C (toluene). Reaction conditions: temperature 100 celsius, time 12 hour. Product: ClC1=C(C=CC=C1)N1N=C(CC1C1=CC=C(C=C1)N1CCS(CC1)(=O)=O)C(O)(C(F)(F)F)C(F)(F)F (1-(2-chloro-phenyl)-5-[4-(1,1-dioxo-thiomorpholin-4-yl)-phenyl]-3-[di-(trifluoromethyl)-hydroxy-methyl]-4,5-dihydro-1H-pyrazole). The yield is 36.0%. As a reaction SMILES: Br[C:2]1[CH:7]=[CH:6][C:5]([CH:8]2[N:12]([C:13]3[CH:18]=[CH:17][CH:16]=[CH:15][C:14]=3[Cl:19])[N:11]=[C:10]([C:20]([C:26]([F:29])([F:28])[F:27])([C:22]([F:25])([F:24])[F:23])[OH:21])[CH2:9]2)=[CH:4][CH:3]=1.[NH:30]1[CH2:35][CH2:34][S:33](=[O:37])(=[O:36])[CH2:32][CH2:31]1.C1C=CC(P(C2C(C3C(P(C4C=CC=CC=4)C4C=CC=CC=4)=CC=C4C=3C=CC=C4)=C3C(C=CC=C3)=CC=2)C2C=CC=CC=2)=CC=1.CC(C)([O-])C.[Na+]>C1C=CC(/C=C/C(/C=C/C2C=CC=CC=2)=O)=CC=1.C1C=CC(/C=C/C(/C=C/C2C=CC=CC=2)=O)=CC=1.C1C=CC(/C=C/C(/C=C/C2C=CC=CC=2)=O)=CC=1.[Pd].[Pd].C1(C)C=CC=CC=1>[Cl:19][C:14]1[CH:15]=[CH:16][CH:17]=[CH:18][C:13]=1[N:12]1[CH:8]([C:5]2[CH:4]=[CH:3][C:2]([N:30]3[CH2:35][CH2:34][S:33](=[O:37])(=[O:36])[CH2:32][CH2:31]3)=[CH:7][CH:6]=2)[CH2:9][C:10]([C:20]([C:26]([F:27])([F:28])[F:29])([C:22]([F:25])([F:24])[F:23])[OH:21])=[N:11]1 |f:3.4,5.6.7.8.9|. Procedure: 5-(4-Bromo-phenyl)-1-(2-chloro-phenyl)-3-[di-(trifluoromethyl)-hydroxy-methyl]-4,5-dihydro-1H-pyrazole (100.0 mg, 0.20 mmol) prepared in Step 4 of Preparation 17, thiomorpholine-1,1-dioxide (32.0 mg, 0.24 mmol), Pd2(dba)3 (9.0 mg, cat.), BINAP (12.0 mg, cat.) and sodium t-butoxide (29.0 mg, 0.30 mmol) were added to toluene (20.0 mL). The reaction mixture was stirred at 100° C. for 12 hours and then filtered through celite pad. A saturated solution of ammonium chloride was added to the filtrate, ... Reactants: CC[SiH](CC)CC, ClCCl, COC(=O)c1ccc(CCC=O)cc1, Cc1cc2ccccc2[nH]1, O=C(O)C(F)(F)F. The product is COC(=O)c1ccc(CCCc2c(C)[nH]c3ccccc23)cc1. Reaction SMILES: [CH2:32]([SiH:33]([CH2:34][CH3:35])[CH2:36][CH3:37])[CH3:38].[CH2:39]([Cl:40])[Cl:41].[CH3:11][O:12][C:13]([c:14]1[cH:15][cH:16][c:17]([CH2:20][CH2:21][CH:22]=[O:23])[cH:18][cH:19]1)=[O:24].[CH3:1][c:2]1[nH:3][c:4]2[cH:5][cH:6][cH:7][cH:8][c:9]2[cH:10]1.[F:25][C:26]([F:27])([F:28])[C:29]([OH:30])=[O:31]>>[CH3:1][c:2]1[nH:3][c:4]2[cH:5][cH:6][cH:7][cH:8][c:9]2[c:10]1[CH2:22][CH2:21][CH2:20][c:17]1[cH:16][cH:15][c:14]([C:13]([O:12][CH3:11])=[O:24])[cH:19][cH:18]1. The reactants are S(=O)(=O)(O)O.COC(N)=N (O-Methylisourea sulfat), C(C1=CC=CC=C1)(=O)CC(=O)OCC (ethyl benzoylacetate), [Na] (Sodium). Solvent: CO (methanol). Run at temperature 2.5 celsius, time 2 hour. Product: COC1=NC(=CC(=N1)O)C1=CC=CC=C1 (2-Methoxy-6-phenylpyrimidin-4-ol). The yield is 8.2%. Reaction SMILES: [Na].S(O)(O)(=O)=O.[CH3:7][O:8][C:9](=[NH:11])[NH2:10].[C:12]([CH2:20][C:21](OCC)=[O:22])(=O)[C:13]1[CH:18]=[CH:17][CH:16]=[CH:15][CH:14]=1>CO>[CH3:7][O:8][C:9]1[N:10]=[C:21]([OH:22])[CH:20]=[C:12]([C:13]2[CH:18]=[CH:17][CH:16]=[CH:15][CH:14]=2)[N:11]=1 |f:1.2,^1:0|. Reported procedure: Sodium (4.14 g, 180 mmol) was dissolved in dry methanol (120 ml) and the solution was cooled to 0-5° C. O-Methylisourea sulfat (10.3 g, 60 mmol) and ethyl benzoylacetate (11.5 g, 60 mmol) was added and the mixture was stirred for two hours at room temperature and then refluxed for twelve hours. The mixture was evaporated, acidified with 2M HCl and extracted three tines with ethyl acetate and three times with DCM. The organic phase was dried and evaporated and the residue was suspended in diethyl... Starting materials: CC(C)OC(=O)N1CCC(C(C)OS(C)(=O)=O)CC1, CSc1ccc(-c2cnc(O)cn2)c(F)c1, [K+], [K+], O=C([O-])[O-], CN(C)C=O. The product is CSc1ccc(-c2cnc(OC(C)C3CCN(C(=O)OC(C)C)CC3)cn2)c(F)c1. As a reaction SMILES: [CH3:17][S:18]([O:19][CH:22]([CH3:23])[CH:24]1[CH2:25][CH2:26][N:27]([C:30](=[O:31])[O:32][CH:33]([CH3:34])[CH3:35])[CH2:28][CH2:29]1)(=[O:20])=[O:21].[F:1][c:2]1[c:3](-[c:10]2[n:11][cH:12][c:13]([OH:16])[n:14][cH:15]2)[cH:4][cH:5][c:6]([S:8][CH3:9])[cH:7]1.[K+:36].[K+:37].[O-:38][C:39]([O-:40])=[O:41].[O:42]=[CH:43][N:44]([CH3:45])[CH3:46]>>[F:1][c:2]1[c:3](-[c:10]2[n:11][cH:12][c:13]([O:16][CH:22]([CH3:23])[CH:24]3[CH2:25][CH2:26][N:27]([C:30](=[O:31])[O:32][CH:33]([CH3:34])[CH3:35])[CH2:28][CH2:29]3)[n:14][cH:15]2)[cH:4][cH:5][c:6]([S:8][CH3:9])[cH:7]1.